From a dataset of the Open Reaction Database (ORD), a public repository of structured organic reaction records. describe an organic reaction: reactants, conditions, products, and yield Starting materials: FC(F)(F)c1cc(Br)c(OCc2ccccc2)c(OCc2ccccc2)c1, C1CCOC1, [Li]CCCC, CCCCCC, CCOC(C)=O, COC(=O)Cl, O. Product: COC(=O)c1cc(C(F)(F)F)cc(OCc2ccccc2)c1OCc1ccccc1. As a reaction SMILES: [CH2:1]([c:2]1[cH:3][cH:4][cH:5][cH:6][cH:7]1)[O:8][c:9]1[c:10]([O:20][CH2:21][c:22]2[cH:23][cH:24][cH:25][cH:26][cH:27]2)[c:11]([Br:19])[cH:12][c:13]([C:15]([F:16])([F:17])[F:18])[cH:14]1.[CH2:39]1[O:40][CH2:41][CH2:42][CH2:43]1.[CH3:28][CH2:29][CH2:30][CH2:31][Li:32].[CH3:44][CH2:45][CH2:46][CH2:47][CH2:48][CH3:49].[CH3:50][CH2:51][O:52][C:53]([CH3:54])=[O:55].[Cl:33][C:34](=[O:35])[O:36][CH3:37].[OH2:38]>>[CH2:1]([c:2]1[cH:3][cH:4][cH:5][cH:6][cH:7]1)[O:8][c:9]1[c:10]([O:20][CH2:21][c:22]2[cH:23][cH:24][cH:25][cH:26][cH:27]2)[c:11]([C:34](=[O:35])[O:36][CH3:37])[cH:12][c:13]([C:15]([F:16])([F:17])[F:18])[cH:14]1. Product: CCCCS(=O)(=O)NC(=O)C(N)Cc1c[nH]c2ccccc12, Cl. Reaction SMILES: [CH2:1]([CH2:2][CH2:3][CH3:4])[S:5](=[O:6])(=[O:7])[NH:8][C:9]([CH:10]([NH:11][C:12]([O:13][C:14]([CH3:15])([CH3:16])[CH3:17])=[O:18])[CH2:19][c:20]1[cH:21][nH:22][c:23]2[cH:24][cH:25][cH:26][cH:27][c:28]12)=[O:29].[CH2:39]1[O:40][CH2:41][CH2:42][O:43][CH2:44]1.[CH2:45]1[O:46][CH2:47][CH2:48][O:49][CH2:50]1.[ClH:38].[SH:30][CH2:31][CH:32]([CH:33]([CH2:34][SH:35])[OH:36])[OH:37]>>[CH2:1]([CH2:2][CH2:3][CH3:4])[S:5](=[O:6])(=[O:7])[NH:8][C:9]([CH:10]([NH2:11])[CH2:19][c:20]1[cH:21][nH:22][c:23]2[cH:24][cH:25][cH:26][cH:27][c:28]12)=[O:29].[ClH:38]. Reactants: CCCCS(=O)(=O)NC(=O)C(Cc1c[nH]c2ccccc12)NC(=O)OC(C)(C)C, C1COCCO1, C1COCCO1, Cl, OC(CS)C(O)CS. The reactants are CC(=O)O[BH-](OC(C)=O)OC(C)=O, C1CCOC1, CNC, COc1cc(N2CCC(=O)CC2)ccc1[N+](=O)[O-], CC(Cl)Cl, [Na+], [Na+], O=C([O-])O. Product: COc1cc(N2CCC(N(C)C)CC2)ccc1[N+](=O)[O-]. Reaction SMILES: [C:27]([O:28][BH-:29]([O:30][C:31](=[O:32])[CH3:33])[O:34][C:35](=[O:36])[CH3:37])(=[O:38])[CH3:39].[CH2:22]1[O:23][CH2:24][CH2:25][CH2:26]1.[CH3:19][NH:20][CH3:21].[CH3:1][O:2][c:3]1[cH:4][c:5]([N:12]2[CH2:13][CH2:14][C:15](=[O:18])[CH2:16][CH2:17]2)[cH:6][cH:7][c:8]1[N+:9](=[O:10])[O-:11].[Cl:46][CH:47]([Cl:48])[CH3:49].[Na+:40].[Na+:45].[O-:41][C:42]([OH:43])=[O:44]>>[CH3:1][O:2][c:3]1[cH:4][c:5]([N:12]2[CH2:13][CH2:14][CH:15]([N:20]([CH3:19])[CH3:21])[CH2:16][CH2:17]2)[cH:6][cH:7][c:8]1[N+:9](=[O:10])[O-:11].